This data is from the Open Reaction Database (ORD), a public repository of structured organic reaction records. The task is: describe an organic reaction: reactants, conditions, products, and yield Starting materials: C1N(CC2C1CNC2)C2=NC1=CC=CC=C1N=C2 (2-(hexahydro-pyrrolo[3,4-c]pyrrol-2-yl)-quinoxaline), N1=CC(=CC=C1)C1=C(C(=O)O)C=CC=C1 (2-pyridin-3-yl-benzoic acid). Yields the product N1=CC(=CC=C1)C1=C(C=CC=C1)C(=O)N1CC2CN(CC2C1)C1=NC2=CC=CC=C2N=C1 ((2-Pyridin-3-yl-phenyl)-(5-quinoxalin-2-yl-hexahydro-pyrrolo[3,4-c]pyrrol-2-yl)-methanone). RXN SMILES: [CH2:1]1[CH:5]2[CH2:6][NH:7][CH2:8][CH:4]2[CH2:3][N:2]1[C:9]1[CH:18]=[N:17][C:16]2[C:11](=[CH:12][CH:13]=[CH:14][CH:15]=2)[N:10]=1.[N:19]1[CH:24]=[CH:23][CH:22]=[C:21]([C:25]2[CH:33]=[CH:32][CH:31]=[CH:30][C:26]=2[C:27](O)=[O:28])[CH:20]=1>>[N:19]1[CH:24]=[CH:23][CH:22]=[C:21]([C:25]2[CH:33]=[CH:32][CH:31]=[CH:30][C:26]=2[C:27]([N:7]2[CH2:8][CH:4]3[CH:5]([CH2:1][N:2]([C:9]4[CH:18]=[N:17][C:16]5[C:11](=[CH:12][CH:13]=[CH:14][CH:15]=5)[N:10]=4)[CH2:3]3)[CH2:6]2)=[O:28])[CH:20]=1. Procedure details: The title compound was prepared in a manner analogous to Example 15 utilizing Intermediate 35 and 2-pyridin-3-yl-benzoic acid. MS (ESI): mass calculated for C26H23N5O, 421.51; m/z found 422.3 [M+H]+. Starting materials: CC(=O)O (AcOH), NaHB(OAc)3, N1CCC(C(=O)N)CC1 (Isonipecotamide), C(=O)C1=CC=C(C(=O)CNCCN2CCC(CC2)OC(NC2=C(C=CC=C2)C2=CC=CC=C2)=O)C=C1 (biphenyl-2-yl-carbamic acid 1-{2-[(4-formylbenzoyl)methylamino]ethyl}piperidin-4-yl ester), [O-]S(=O)(=O)[O-].[Na+].[Na+] (Na2SO4). Solvent: CC(C)O (IPA). Run at temperature 30 celsius. Product: C(N)(=O)C1=CC=C(C(=O)CNCCN2CCC(CC2)OC(NC2=C(C=CC=C2)C2=CC=CC=C2)=O)C=C1 (Biphenyl-2-yl-carbamic acid 1-{2-[(4-carbamoylbenzoyl)methylamino]ethyl}piperidin-4-yl ester). Reaction SMILES: [NH:1]1CCC(C(N)=O)CC1.[CH:10]([C:12]1[CH:45]=[CH:44][C:15]([C:16]([CH2:18][NH:19][CH2:20][CH2:21][N:22]2[CH2:27][CH2:26][CH:25]([O:28][C:29](=[O:43])[NH:30][C:31]3[CH:36]=[CH:35][CH:34]=[CH:33][C:32]=3[C:37]3[CH:42]=[CH:41][CH:40]=[CH:39][CH:38]=3)[CH2:24][CH2:23]2)=[O:17])=[CH:14][CH:13]=1)=[O:11].[O-]S([O-])(=O)=O.[Na+].[Na+].CC(O)=O>CC(O)C>[C:10]([C:12]1[CH:13]=[CH:14][C:15]([C:16]([CH2:18][NH:19][CH2:20][CH2:21][N:22]2[CH2:27][CH2:26][CH:25]([O:28][C:29](=[O:43])[NH:30][C:31]3[CH:36]=[CH:35][CH:34]=[CH:33][C:32]=3[C:37]3[CH:38]=[CH:39][CH:40]=[CH:41][CH:42]=3)[CH2:24][CH2:23]2)=[O:17])=[CH:44][CH:45]=1)(=[O:11])[NH2:1] |f:2.3.4|. Procedure details: Isonipecotamide (15.4, 120 mmol, 2.0 eq.) and IPA (200 mL) were added to the solution of biphenyl-2-yl-carbamic acid 1-{2-[(4-formylbenzoyl)methylamino]ethyl}piperidin-4-yl ester from the previous step. Liquid (200 mL) was distilled off and additional IPA (400 mL) was added under reduced pressure at 60° C. Liquid (400 mL) was distilled off over a period of 1.5 hours and additional IPA (600 mL) was added. Liquid (100 mL) was distilled off and the remaining solution was cooled to 30° C. to yield a... The reactants are O.NN (hydrazine monohydrate), [N+](=O)([O-])C=1C=CC=C2C=C(NC12)C=1SC=CN1 (7-nitro-2-(1,3-thiazol-2-yl)-1H-indole), O1CCCC1 (tetrahydrofuran). Reagents/catalysts: O.O.O.O.O.O.[Fe](Cl)(Cl)Cl (iron(III) chloride hexahydrate). The solvent is CO (methanol). Yields the product S1C(=NC=C1)C=1NC2=C(C=CC=C2C1)N (2-(1,3-Thiazol-2-yl)-1H-indole-7-amine). The yield is 90.7%. RXN SMILES: [N+:1]([C:4]1[CH:5]=[CH:6][CH:7]=[C:8]2[C:12]=1[NH:11][C:10]([C:13]1[S:14][CH:15]=[CH:16][N:17]=1)=[CH:9]2)([O-])=O.O1CCCC1.O.NN>O.O.O.O.O.O.[Fe](Cl)(Cl)Cl.CO>[S:14]1[CH:15]=[CH:16][N:17]=[C:13]1[C:10]1[NH:11][C:12]2[C:8]([CH:9]=1)=[CH:7][CH:6]=[CH:5][C:4]=2[NH2:1] |f:2.3,4.5.6.7.8.9.10|. Reported procedure: A mixture of 7-nitro-2-(1,3-thiazol-2-yl)-1H-indole (2.21 g), iron(III) chloride hexahydrate (0.12 g), activated carbon (1.20 g), tetrahydrofuran (10 mL) and methanol (10 mL) was heated under reflux for 20 min. To the reaction mixture was added hydrazine monohydrate (2.70 g) over 15 min while heating under reflux. The reaction mixture was heated under reflux for 2 hr, filtrated, and the filtrate was concentrated. The residue was dissolved in ethyl acetate, washed with saturated brine, dried (MgS... The reactants are Cl (HCl), Cl.O=C1NC(CCC1N1C(C2=CC=CC(=C2C1=O)CNC)=O)=O (2-(2,6-dioxo-piperidin-3-yl)-4-methylaminomethyl-isoindole-1,3-dione hydrochloride), C(C)(C)(C)N=C=O (t-butyl-isocyanate), C(C)(C)N(CC)C(C)C (diisopropylethylamine). Solvent: O (water), C(Cl)Cl (CH2Cl2). Reaction conditions: time 8 hour. Product: C(C)(C)(C)NC(N(C)CC1=C2C(N(C(C2=CC=C1)=O)C1C(NC(CC1)=O)=O)=O)=O (3-tert-butyl-1-[2-(2,6-dioxo-piperidin-3-yl)-1,3-dioxo-2,3-dihydro-1H-isoindol-4-ylmethyl]-1-methyl-urea). The yield is 76.3%. Reaction SMILES: Cl.[O:2]=[C:3]1[CH:8]([N:9]2[C:17](=[O:18])[C:16]3[C:11](=[CH:12][CH:13]=[CH:14][C:15]=3[CH2:19][NH:20][CH3:21])[C:10]2=[O:22])[CH2:7][CH2:6][C:5](=[O:23])[NH:4]1.[C:24]([N:28]=[C:29]=[O:30])([CH3:27])([CH3:26])[CH3:25].C(N(C(C)C)CC)(C)C.Cl>C(Cl)Cl.O>[C:24]([NH:28][C:29](=[O:30])[N:20]([CH2:19][C:15]1[CH:14]=[CH:13][CH:12]=[C:11]2[C:16]=1[C:17](=[O:18])[N:9]([CH:8]1[CH2:7][CH2:6][C:5](=[O:23])[NH:4][C:3]1=[O:2])[C:10]2=[O:22])[CH3:21])([CH3:27])([CH3:26])[CH3:25] |f:0.1|. Reported procedure: To a suspension of 2-(2,6-dioxo-piperidin-3-yl)-4-methylaminomethyl-isoindole-1,3-dione hydrochloride (0.65 g, 1.93 mmol) and t-butyl-isocyanate (0.26 mL, 2.31 mmol) in dry CH2Cl2 (80 ml), was added diisopropylethylamine (0.47 mL g, 2.60 mmol). The mixture was stirred at room temperature overnight. The reaction mixture was added water (40 mL) and 1N HCl (40 mL). The mixture was quenched with MeOH and extracted with H2O (40 mL), then with 1N HCl (40 mL). The organic layer was washed with brine (4... The reactants are B, CC(=O)OCc1c(Br)cccc1N1CCn2c(cc3c2CCCC3)C1=O, CO, CN1CCN(c2ccc(Nc3cc(Cl)nn(C)c3=O)nc2)CC1. Yields the product CC(=O)OCc1c(-c2cc(Nc3ccc(N4CCN(C)CC4)cn3)c(=O)n(C)n2)cccc1N1CCn2c(cc3c2CCCC3)C1=O. RXN SMILES: [B:24].[C:25]([CH3:26])(=[O:27])[O:28][CH2:29][c:30]1[c:31]([Br:50])[cH:32][cH:33][cH:34][c:35]1[N:36]1[C:37](=[O:49])[c:38]2[n:39]([c:40]3[c:45]([cH:46]2)[CH2:44][CH2:43][CH2:42][CH2:41]3)[CH2:47][CH2:48]1.[CH3:51][OH:52].[Cl:1][c:2]1[cH:3][c:4]([NH:10][c:11]2[n:12][cH:13][c:14]([N:17]3[CH2:18][CH2:19][N:20]([CH3:23])[CH2:21][CH2:22]3)[cH:15][cH:16]2)[c:5](=[O:9])[n:6]([CH3:8])[n:7]1>>[c:2]1(-[c:31]2[c:30]([CH2:29][O:28][C:25]([CH3:26])=[O:27])[c:35]([N:36]3[C:37](=[O:49])[c:38]4[n:39]([c:40]5[c:45]([cH:46]4)[CH2:44][CH2:43][CH2:42][CH2:41]5)[CH2:47][CH2:48]3)[cH:34][cH:33][cH:32]2)[cH:3][c:4]([NH:10][c:11]2[n:12][cH:13][c:14]([N:17]3[CH2:18][CH2:19][N:20]([CH3:23])[CH2:21][CH2:22]3)[cH:15][cH:16]2)[c:5](=[O:9])[n:6]([CH3:8])[n:7]1. Starting materials: COC(C(C)NC1=NC(=CC(=N1)C1=CC=C(C2=CC=CC=C12)F)C(C)C)=O (2-[6-Isopropyl-4-(4-fluoronaphth-1-yl)pyrimidin-2-ylamino]-propionic acid methyl ester), CN (methyl amine). The product is C(C)(C)C1=CC(=NC(=N1)NC(C(=O)NC)C)C1=CC=C(C2=CC=CC=C12)F (2-[6-isopropyl-4-(4-fluoronaphth-1-yl)pyrimidin-2-ylamino]-N-methyl-propionamide). As a reaction SMILES: C[O:2][C:3](=O)[CH:4]([NH:6][C:7]1[N:12]=[C:11]([C:13]2[C:22]3[C:17](=[CH:18][CH:19]=[CH:20][CH:21]=3)[C:16]([F:23])=[CH:15][CH:14]=2)[CH:10]=[C:9]([CH:24]([CH3:26])[CH3:25])[N:8]=1)[CH3:5].[CH3:28][NH2:29]>>[CH:24]([C:9]1[N:8]=[C:7]([NH:6][CH:4]([CH3:5])[C:3]([NH:29][CH3:28])=[O:2])[N:12]=[C:11]([C:13]2[C:22]3[C:17](=[CH:18][CH:19]=[CH:20][CH:21]=3)[C:16]([F:23])=[CH:15][CH:14]=2)[CH:10]=1)([CH3:26])[CH3:25]. Procedure: 2-[6-Isopropyl-4-(4-fluoronaphth-1-yl)pyrimidin-2-ylamino]-propionic acid methyl ester was dissolved in ethanolic methyl amine solution (33%) and sonicated in a Branson ultrasonic bath for 3 hours. The solution was evaporated to dryness and taken up in methanol. Sufficient water was added to cause crystallization. The impure reaction product was further purified by silica gel column chromatography, eluting with methylene chloride/methanol and recrystallized from methanol/water to give 2-[6-isopr... Starting materials: NC1=C(C=C(C(=C1)Cl)Br)CO ((2-amino-5-bromo-4-chlorophenyl)methanol), CC1=CC(=CC(=C1)C(=O)C)C (3,5-dimethylacetophenone), RuCl2(PPh3)3, [OH-].[K+] (KOH). Run in C1(=CC=CC=C1)C (toluene). Product: BrC=1C=C2C=CC(=NC2=CC1Cl)C1=CC(=CC(=C1)C)C (6-bromo-7-chloro-2-(3,5-dimethylphenyl)quinoline). Isolated yield 43.2%. RXN SMILES: [NH2:1][C:2]1[CH:7]=[C:6]([Cl:8])[C:5]([Br:9])=[CH:4][C:3]=1[CH2:10]O.[CH3:12][C:13]1[CH:18]=[C:17]([C:19]([CH3:21])=O)[CH:16]=[C:15]([CH3:22])[CH:14]=1.[OH-].[K+]>C1(C)C=CC=CC=1>[Br:9][C:5]1[CH:4]=[C:3]2[C:2](=[CH:7][C:6]=1[Cl:8])[N:1]=[C:19]([C:17]1[CH:18]=[C:13]([CH3:12])[CH:14]=[C:15]([CH3:22])[CH:16]=1)[CH:21]=[CH:10]2 |f:2.3|. Procedure details: (2-amino-5-bromo-4-chlorophenyl)methanol (8.2 g, 34.7 mmol), 3,5-dimethylacetophenone (8.22 g, 55.5 mmol), RuCl2(PPh3)3 (0.15 g, 0.173 mmol), and KOH (1.31 g, 23.4 mmol) was refluxed in 90 mL of toluene for 18 hours. Water was collected from the reaction using a Dean-Stark trap. The reaction mixture was allowed to cool to room temperature and filtered through a silica gel plug and eluted with DCM and purified by column chromatography, eluting with 2:1 (v/v) hexanes:DCM, to give 6-bromo-7-chloro-... RXN SMILES: [F:1][C:2]1[CH:11]=[CH:10][C:9]([F:12])=[C:8]2[C:3]=1[C:4]([NH:13][CH2:14][CH2:15][C:16]1[CH:21]=[CH:20][C:19]([O:22][C:23]3[CH:28]=[C:27]([C:29]([F:32])([F:31])[F:30])[CH:26]=[CH:25][N:24]=3)=[C:18]([CH:33]=[CH2:34])[CH:17]=1)=[N:5][CH:6]=[N:7]2>[Pd].C(OCC)(=O)C>[F:1][C:2]1[CH:11]=[CH:10][C:9]([F:12])=[C:8]2[C:3]=1[C:4]([NH:13][CH2:14][CH2:15][C:16]1[CH:21]=[CH:20][C:19]([O:22][C:23]3[CH:28]=[C:27]([C:29]([F:32])([F:30])[F:31])[CH:26]=[CH:25][N:24]=3)=[C:18]([CH2:33][CH3:34])[CH:17]=1)=[N:5][CH:6]=[N:7]2. Reported procedure: (5,8-Difluoroquinazolin-4-yl)-{2-[4-(4-trifluoromethyl-pyridin-2-yloxy)-3-vinylphenyl]-ethyl}-amine (250 mg), 10% Pd—C (100 mg) and ethyl acetate (10 mL) were added to a 230 mL Corning shaker bottle filled with nitrogen gas. The bottle was evacuated, then charged with hydrogen (55 psi starting pressure) and shaken overnight. The reaction mixture was filtered through Celite, and concentrated in vacuo. The residue was purified by reverse phase chromatography (C-18 solid phase with acetonitrile/wat... Yields the product FC1=C2C(=NC=NC2=C(C=C1)F)NCCC1=CC(=C(C=C1)OC1=NC=CC(=C1)C(F)(F)F)CC ((5,8-difluoroquinazolin-4-yl)-{2-[3-ethyl-4-(4-trifluoromethylpyridin-2-yloxy)-phenyl]-ethyl}-amine). Conditions: time 8 hour. The reactants are FC1=C2C(=NC=NC2=C(C=C1)F)NCCC1=CC(=C(C=C1)OC1=NC=CC(=C1)C(F)(F)F)C=C ((5,8-Difluoroquinazolin-4-yl)-{2-[4-(4-trifluoromethyl-pyridin-2-yloxy)-3-vinylphenyl]-ethyl}-amine). The yield is 30.7%. Run in C(C)(=O)OCC (ethyl acetate). Reagents/catalysts: [Pd] (Pd—C). Reactants: O=C([O-])[O-], CS(C)=O, CCOC(=O)c1ccc(F)cc1, [K+], [K+], O, c1c[nH]cn1. The product is CCOC(=O)c1ccc(-n2ccnc2)cc1. RXN SMILES: [C:18](=[O:19])([O-:20])[O-:21].[CH3:25][S:26]([CH3:27])=[O:28].[F:6][c:7]1[cH:8][cH:9][c:10]([C:11](=[O:12])[O:13][CH2:14][CH3:15])[cH:16][cH:17]1.[K+:22].[K+:23].[OH2:24].[nH:1]1[cH:2][n:3][cH:4][cH:5]1>>[n:1]1(-[c:7]2[cH:8][cH:9][c:10]([C:11](=[O:12])[O:13][CH2:14][CH3:15])[cH:16][cH:17]2)[cH:2][n:3][cH:4][cH:5]1.